Dataset: the Open Reaction Database (ORD), a public repository of structured organic reaction records. Task: describe an organic reaction: reactants, conditions, products, and yield Starting materials: C=1N=C(C2=C(N1)N(C=N2)[C@H]3[C@@H]([C@@H]([C@H](O3)COP(=O)(O)OP(=O)(O)OC[C@@H]4[C@H]([C@H]([C@@H](O4)N5C=CCC(=C5)C(=O)N)O)O)O)O)N (NADH), N1C(=CC2=CC=CC=C12)CC(C(=O)O)=O (indolepyruvic acid), C([O-])([O-])=O.[Na+].[Na+] (sodium carbonate), S(=O)(=O)([O-])[O-].[NH4+].[NH4+] (ammonium sulfate), N1C(=CC2=CC=CC=C12)CC(C(=O)O)=O (indolepyruvic acid). Yields the product N[C@@H](CC1=CNC2=CC=CC=C12)C(=O)O (L-tryptophan). As a reaction SMILES: [NH:1]1[C:9]2[C:4](=[CH:5][CH:6]=[CH:7][CH:8]=2)[CH:3]=[C:2]1CC(=O)C(O)=O.S([O-])([O-])(=O)=O.[NH4+].[NH4+].C1[N:24]=[C:25](N)[C:26]2N=CN([C@@H]3O[C@H](COP(OP(OC[C@H]4O[C@@H](N5C=C(C(N)=O)CC=C5)[C@H](O)[C@@H]4O)(O)=O)(O)=O)[C@@H](O)[C@H]3O)C=2N=1.[C:67](=[O:70])([O-])[O-:68].[Na+].[Na+]>>[NH2:24][C@H:25]([C:67]([OH:68])=[O:70])[CH2:26][C:3]1[C:4]2[C:9](=[CH:8][CH:7]=[CH:6][CH:5]=2)[NH:1][CH:2]=1 |f:1.2.3,5.6.7|. Reported procedure: The substrate specificity of the purified amino acid dehydrogenase was investigated. The enzyme activity was measured by using each substrate in place of the phenylpyruvic acid substrate in the procedure previously described for measuring the enzyme activity. In the case of the enzyme activity for naphthylpyruvic acid, 100 μL of the appropriately diluted enzyme solution was added to 100 μL of 0.1 M sodium carbonate buffer (pH 9.0) that contained 1.0 mg naphthylpyruvic acid, 12.3 mg ammonium sulf... Starting materials: C1CCNCC1, O=C(Cl)C(c1ccc(Cl)cc1)c1c(Cl)cc(-n2ncc(=O)[nH]c2=O)cc1Cl, Cl, O. The product is O=C(C(c1ccc(Cl)cc1)c1c(Cl)cc(-n2ncc(=O)[nH]c2=O)cc1Cl)N1CCCCC1. RXN SMILES: [CH2:28]1[CH2:29][CH2:30][NH:31][CH2:32][CH2:33]1.[Cl:1][c:2]1[c:3]([CH:17]([C:18](=[O:19])[Cl:20])[c:21]2[cH:22][cH:23][c:24]([Cl:27])[cH:25][cH:26]2)[c:4]([Cl:16])[cH:5][c:6](-[n:8]2[n:9][cH:10][c:11](=[O:15])[nH:12][c:13]2=[O:14])[cH:7]1.[ClH:34].[OH2:35]>>[Cl:1][c:2]1[c:3]([CH:17]([C:18](=[O:19])[N:31]2[CH2:30][CH2:29][CH2:28][CH2:33][CH2:32]2)[c:21]2[cH:22][cH:23][c:24]([Cl:27])[cH:25][cH:26]2)[c:4]([Cl:16])[cH:5][c:6](-[n:8]2[n:9][cH:10][c:11](=[O:15])[nH:12][c:13]2=[O:14])[cH:7]1. Reactants: [OH-].[Na+] (sodium hydroxide), [H-].COCCO[Al+]OCCOC.[Na+].[H-] (Sodium bis(2-methoxyethoxy)aluminum hydride), C(C1=CC=CC=C1)N1C(COCC1(C)CO)=O (4-benzyl-5-hydroxymethyl-5-methyl-3-morpholinone), C(C)O (Ethanol). The solvent is C1(=CC=CC=C1)C (toluene). Conditions: time 1 hour. The product is C(C1=CC=CC=C1)N1C(COCC1)(C)CO (4-benzyl-3-hydroxymethyl-3-methylmorpholine). Yield: 92.3%. Reaction SMILES: [H-].COCCO[Al+]OCCOC.[Na+].[H-].[CH2:15]([N:22]1[C:27]([CH2:29][OH:30])([CH3:28])[CH2:26][O:25][CH2:24][C:23]1=O)[C:16]1[CH:21]=[CH:20][CH:19]=[CH:18][CH:17]=1.C(O)C.[OH-].[Na+]>C1(C)C=CC=CC=1>[CH2:15]([N:22]1[CH2:23][CH2:24][O:25][CH2:26][C:27]1([CH2:29][OH:30])[CH3:28])[C:16]1[CH:17]=[CH:18][CH:19]=[CH:20][CH:21]=1 |f:0.1.2.3,6.7|. Procedure details: Sodium bis(2-methoxyethoxy)aluminum hydride (3.46 M solution in toluene; 42 ml) was added to a solution of 4-benzyl-5-hydroxymethyl-5-methyl-3-morpholinone (10.77 g) in toluene (100 ml) at 0° C. under nitrogen atmosphere and the whole was stirred at room temperature for 1 hour. Ethanol (20 ml) was added to the mixture at 0° C. and the pH of the mixture was adjusted to 12 by 1N sodium hydroxide solution. The organic layer was separated, added 1N hydrochloric acid and the acidic aqueous layer was ... The reactants are O=C1N(N=C2N1C=C(C=C2)C(=O)NC(C(=O)O)C)CCC2CCN(CC2)C(=O)OCC2=CC=CC=C2 ([[(2,3-Dihydro-3-oxo-2[2-(N-CBZ-Piperidin-4-yl)ethyl]-1,2,4-triazolo[4,3-a]Pyridin-6-yl]carbonyl]amino]propionic acid), I[Si](C)(C)C (iodotrimethylsilane). The solvent is C(C)#N (acetonitrile). Reaction conditions: time 0.5 hour. Product: O=C1N(N=C2N1C=C(C=C2)C(=O)NC(C(=O)O)C)CCC2CCNCC2 ([[(2,3-Dihydro-3-oxo-2-(2-(piperidin-4-yl)ethyl]-1,2,4-triazolo-[4,3-a]pyridin-6-yl]carbonyl]amino]propionic acid). As a reaction SMILES: [O:1]=[C:2]1[N:6]2[CH:7]=[C:8]([C:11]([NH:13][CH:14]([CH3:18])[C:15]([OH:17])=[O:16])=[O:12])[CH:9]=[CH:10][C:5]2=[N:4][N:3]1[CH2:19][CH2:20][CH:21]1[CH2:26][CH2:25][N:24](C(OCC2C=CC=CC=2)=O)[CH2:23][CH2:22]1.I[Si](C)(C)C>C(#N)C>[O:1]=[C:2]1[N:6]2[CH:7]=[C:8]([C:11]([NH:13][CH:14]([CH3:18])[C:15]([OH:17])=[O:16])=[O:12])[CH:9]=[CH:10][C:5]2=[N:4][N:3]1[CH2:19][CH2:20][CH:21]1[CH2:22][CH2:23][NH:24][CH2:25][CH2:26]1. Reported procedure: A solution of 1-6 (64 mg, 0.129 mmole) in acetonitrile (15 ml) at 0° was treated with iodotrimethylsilane (107.0 mg, 0.533 mmole) and the reaction stirred 0.5 h. The reaction was quenched into water, extracted with diethyl ether and chromatographed on silica using EtOH/NH4 OH/H2O (10/1/1) to give upon concentration a white foam. Crystallization from ethanol gave 1-7 as a white solid, mp 267°-269°. ##STR40## 2(S)-[6-Butylsulfonyl)amino]-3[[[2,3-dihydro-3-oxo-2-[2-(N-CBZ-Piperidin-4-yl)ethyl]-1,2,... The reactants are O=S1(CCN(CC2=C1C=CC=C2)C2=NC1=CC=C(C=C1C(=C2)NCCN)C)=O (N-[2-(1,1-Dioxido-2,3-dihydro-1,4-benzothiazepin-4(5H)-yl)-6-methylquinolin-4-yl]ethane-1,2-diamine), BrC1=NC=CC=C1 (2-bromo-pyridine), tri(dibenzylideneacetone)dipalladium(0), C([O-])([O-])=O.[Cs+].[Cs+] (cesium carbonate), CN1C(CCC1)=O (N-methylpyrrolidinone). Solvent: C(C)(=O)OCC (ethyl acetate). Reaction conditions: temperature 150 celsius, time 6 hour. Product: O=S1(CCN(CC2=C1C=CC=C2)C2=NC1=CC=C(C=C1C(=C2)NCCNC2=NC=CC=C2)C)=O (N-[2-(1,1-Dioxido-2,3-dihydro-1,4-benzothiazepin-4(5H)-yl)-6-methylquinolin-4-yl]-N′-(pyridin-2-yl)ethane-1,2-diamine). RXN SMILES: [O:1]=[S:2]1(=[O:28])[C:8]2[CH:9]=[CH:10][CH:11]=[CH:12][C:7]=2[CH2:6][N:5]([C:13]2[CH:22]=[C:21]([NH:23][CH2:24][CH2:25][NH2:26])[C:20]3[C:15](=[CH:16][CH:17]=[C:18]([CH3:27])[CH:19]=3)[N:14]=2)[CH2:4][CH2:3]1.Br[C:30]1[CH:35]=[CH:34][CH:33]=[CH:32][N:31]=1.C(=O)([O-])[O-].[Cs+].[Cs+].CN1CCCC1=O>C(OCC)(=O)C>[O:28]=[S:2]1(=[O:1])[C:8]2[CH:9]=[CH:10][CH:11]=[CH:12][C:7]=2[CH2:6][N:5]([C:13]2[CH:22]=[C:21]([NH:23][CH2:24][CH2:25][NH:26][C:30]3[CH:35]=[CH:34][CH:33]=[CH:32][N:31]=3)[C:20]3[C:15](=[CH:16][CH:17]=[C:18]([CH3:27])[CH:19]=3)[N:14]=2)[CH2:4][CH2:3]1 |f:2.3.4|. Procedure: A mixture of N-[2-(1,1-dioxido-2,3-dihydro-1,4-benzothiazepin-4(5H)-yl)-6-methylquinolin-4-yl]ethane-1,2-diamine (150 mg, 0.38 mol, prepared in analogy to Example 9-16), 2-bromo-pyridine (60 mg, 0.38 mol), tri(dibenzylideneacetone)dipalladium(0) (17.4 mg, 0.019 mmol), 4,5-bis(diphenylphosphino)-9,9-dimethylxanthe (22 mg, 0.038 mmol), cesium carbonate (247.6 mg, 0.76 mmol) and N-methylpyrrolidinone (3 mL) was heated with stirring at 150° C. for 6 hours under nitrogen. The mixture was diluted with... The reactants are O=C[C@H](O)[C@@H](O)[C@H](O)[C@H](O)CO (Glucose), C([O-])([O-])=O.[Na+].[Na+] (sodium carbonate), C(CCC(=O)O)(=O)O (succinic acid). Run at temperature 33 celsius. The product is C(C(O)CC(=O)O)(=O)O (malic acid). RXN SMILES: [O:1]=C[C@@H]([C@H]([C@@H]([C@@H](CO)O)O)O)O.C(=O)([O-])[O-].[Na+].[Na+].[C:19]([OH:26])(=[O:25])[CH2:20][CH2:21][C:22]([OH:24])=[O:23]>>[C:19]([OH:26])(=[O:25])[CH:20]([CH2:21][C:22]([OH:24])=[O:23])[OH:1] |f:1.2.3|. Procedure details: The coryneform bacterium cells prepared after culturing were added to 500 ml of the reaction stock solution in a reaction container under the nitrogen gas atmosphere. Glucose 200 mM and sodium carbonate 200 mM were added, and the reaction temperature was maintained at 33° C. to perform a reaction producing an organic compound. An oxidation-reduction potential was initially −200 mV, but was reduced immediately after the initiation of the reaction, and the reaction was continued by maintaining the... The reactants are CCN(C(C)C)C(C)C (DIEA), C(C)(C)(C)OC(C=1C=C(C(=O)O)C=CC1OCCCCCCCCCCCCCCC(=O)OC(C)(C)C)=O (4-(14-tert-Butoxycarbonyl tetradecyloxy) isophthalic acid 3-tert-butyl ester), [B-](F)(F)(F)F.CN(C)C(=[N+](C)C)ON1C(=O)CCC1=O (TSTU). The solvent is C1CCOC1 (THF). Run at temperature 0 celsius, time 30 minute. The product is O=C1N(C(CC1)=O)OC(C1=CC(C(=O)OC(C)(C)C)=C(C=C1)OCCCCCCCCCCCCCCC(=O)OC(C)(C)C)=O (4-(14-tert-Butoxycarbonyl-tetradecyloxy)isophthalic acid 3-tert-butyl ester 1-(2,5-dioxo pyrrolidin-1-yl) ester). Isolated yield 101.8%. As a reaction SMILES: [C:1]([O:5][C:6](=[O:38])[C:7]1[CH:8]=[C:9]([CH:13]=[CH:14][C:15]=1[O:16][CH2:17][CH2:18][CH2:19][CH2:20][CH2:21][CH2:22][CH2:23][CH2:24][CH2:25][CH2:26][CH2:27][CH2:28][CH2:29][CH2:30][C:31]([O:33][C:34]([CH3:37])([CH3:36])[CH3:35])=[O:32])[C:10]([OH:12])=[O:11])([CH3:4])([CH3:3])[CH3:2].CCN(C(C)C)C(C)C.[B-](F)(F)(F)F.CN(C(O[N:61]1[C:66](=[O:67])[CH2:65][CH2:64][C:62]1=[O:63])=[N+](C)C)C>C1COCC1>[O:63]=[C:62]1[CH2:64][CH2:65][C:66](=[O:67])[N:61]1[O:11][C:10](=[O:12])[C:9]1[CH:13]=[CH:14][C:15]([O:16][CH2:17][CH2:18][CH2:19][CH2:20][CH2:21][CH2:22][CH2:23][CH2:24][CH2:25][CH2:26][CH2:27][CH2:28][CH2:29][CH2:30][C:31]([O:33][C:34]([CH3:37])([CH3:36])[CH3:35])=[O:32])=[C:7]([C:6]([O:5][C:1]([CH3:4])([CH3:3])[CH3:2])=[O:38])[CH:8]=1 |f:2.3|. Procedure details: 4-(14-tert-Butoxycarbonyl tetradecyloxy) isophthalic acid 3-tert-butyl ester (0.15 g, 0.28 mmol) was dissolved in THF (2 ml). DIEA (58 μl, 0.34 mmol) was added, and the solution was cooled to 0° C. TSTU (0.10 g, 0.28 mmol) was added. The reaction was stirred at 0° C. for 30 min and then at rt for 16 h. The sample was concentrated under vacuum to near dryness. AcOEt (20 ml) was added and the solution was washed with 0.2 N HCl and sat. NaHCO3 (3×5 ml each), dried over MgSO4 and concentrated to yie... RXN SMILES: [Cl:1][CH2:2][c:3]1[s:4][c:5]2[n:6][c:7]([O:12][CH3:13])[cH:8][cH:9][c:10]2[n:11]1.[N:14]1([c:20]2[c:21]([C:22]#[N:23])[cH:24][cH:25][cH:26][cH:27]2)[CH2:15][CH2:16][NH:17][CH2:18][CH2:19]1>>[CH2:2]([c:3]1[s:4][c:5]2[n:6][c:7]([O:12][CH3:13])[cH:8][cH:9][c:10]2[n:11]1)[N:17]1[CH2:16][CH2:15][N:14]([c:20]2[c:21]([C:22]#[N:23])[cH:24][cH:25][cH:26][cH:27]2)[CH2:19][CH2:18]1. Product: COc1ccc2nc(CN3CCN(c4ccccc4C#N)CC3)sc2n1. Reactants: COc1ccc2nc(CCl)sc2n1, N#Cc1ccccc1N1CCNCC1. Starting materials: C(C)OC(=O)C1=NC(=CC(=C1)C=1C=NC=NC1)C (6-Methyl-4-pyrimidin-5-yl-pyridine-2-carboxylic acid ethyl ester), NC1=NN(C=C1)C (3-Amino-1-methylpyrazole). Product: CN1N=C(C=C1)NC(=O)C1=NC(=CC(=C1)C=1C=NC=NC1)C (6-Methyl-4-pyrimidin-5-yl-pyridine-2-carboxylic acid (1-methyl-1H-pyrazol-3-yl)-amide). RXN SMILES: C(O[C:4]([C:6]1[CH:11]=[C:10]([C:12]2[CH:13]=[N:14][CH:15]=[N:16][CH:17]=2)[CH:9]=[C:8]([CH3:18])[N:7]=1)=[O:5])C.[NH2:19][C:20]1[CH:24]=[CH:23][N:22]([CH3:25])[N:21]=1>>[CH3:25][N:22]1[CH:23]=[CH:24][C:20]([NH:19][C:4]([C:6]2[CH:11]=[C:10]([C:12]3[CH:17]=[N:16][CH:15]=[N:14][CH:13]=3)[CH:9]=[C:8]([CH3:18])[N:7]=2)=[O:5])=[N:21]1. Procedure: The title compound, was prepared from 6-Methyl-4-pyrimidin-5-yl-pyridine-2-carboxylic acid ethyl ester in accordance with the general method of example 26, step 6 using 3-Amino-1-methylpyrazole instead of 3-chloroaniline to yield the final compound as a gray crystalline, MS (ISP): m/e=295.2 (M+H)+. Reactants: C1CCOC1, CCOC(C)=O, Nc1ccc(C(F)(F)F)c(Cl)c1, O=C(Cl)Oc1ccccc1, Cl, c1ccncc1. Yields the product O=C(Nc1ccc(C(F)(F)F)c(Cl)c1)Oc1ccccc1. As a reaction SMILES: [CH2:29]1[O:30][CH2:31][CH2:32][CH2:33]1.[CH3:34][CH2:35][O:36][C:37](=[O:38])[CH3:39].[Cl:11][c:12]1[cH:13][c:14]([NH2:15])[cH:16][cH:17][c:18]1[C:19]([F:20])([F:21])[F:22].[Cl:1][C:2](=[O:3])[O:4][c:5]1[cH:6][cH:7][cH:8][cH:9][cH:10]1.[ClH:40].[cH:23]1[cH:24][cH:25][n:26][cH:27][cH:28]1>>[C:2](=[O:3])([O:4][c:5]1[cH:6][cH:7][cH:8][cH:9][cH:10]1)[NH:15][c:14]1[cH:13][c:12]([Cl:11])[c:18]([C:19]([F:20])([F:21])[F:22])[cH:17][cH:16]1.